From a dataset of the Open Reaction Database (ORD), a public repository of structured organic reaction records. describe an organic reaction: reactants, conditions, products, and yield Starting materials: ClC=1C=C(C=CC1Cl)CC(C(=O)O)(C)N(C)C ((+/-)3-(3,4-dichlorophenyl)-2-dimethylamino-2-methylpropionic acid), [H-].[Al+3].[Li+].[H-].[H-].[H-].O1CCCC1 (lithium aluminium hydride tetrahydrofuran), [H-] (hydride). The solvent is C1(=CC=CC=C1)C (toluene). Product: CC(CC=1C=CC(=C(C1)Cl)Cl)(CO)N(C)C (cericlamine). Reaction SMILES: [Cl:1][C:2]1[CH:3]=[C:4]([CH2:9][C:10]([N:15]([CH3:17])[CH3:16])([CH3:14])[C:11](O)=[O:12])[CH:5]=[CH:6][C:7]=1[Cl:8].[H-].[Al+3].[Li+].[H-].[H-].[H-].O1CCCC1.[H-]>C1(C)C=CC=CC=1>[CH3:14][C:10]([N:15]([CH3:17])[CH3:16])([CH2:11][OH:12])[CH2:9][C:4]1[CH:5]=[CH:6][C:7]([Cl:8])=[C:2]([Cl:1])[CH:3]=1 |f:1.2.3.4.5.6.7|. Procedure details: Process according to claim 1 or 4 in which 1.65 to 1.75 mol of amino ester (II) are reduced in toluene with a lithium aluminium hydride-tetrahydrofuran addition complex prepared starting from 1 mol of hydride, to obtain (+/-)3-(3,4-dichlorophenyl)-2-dimethylamino-2-methylpropan-1-ol (I) or cericlamine which is optionally salified with hydrochloric acid. Starting materials: N#Cc1cccnc1-c1cccc([N+](=O)[O-])c1, CCO. The product is N#Cc1cccnc1-c1cccc(N)c1. RXN SMILES: [C:1](#[N:2])[c:3]1[c:4](-[c:9]2[cH:10][c:11]([N+:15]([O-:16])=[O:17])[cH:12][cH:13][cH:14]2)[n:5][cH:6][cH:7][cH:8]1.[CH3:18][CH2:19][OH:20]>>[C:1](#[N:2])[c:3]1[c:4](-[c:9]2[cH:10][c:11]([NH2:15])[cH:12][cH:13][cH:14]2)[n:5][cH:6][cH:7][cH:8]1. The reactants are FC1=C(N[C@H](C(=O)O)C)C=CC(=C1F)F ((2S)-2-(2,3,4-trifluoroanilino)propionic acid), C(C)O (ethanol), Cl (hydrochloric acid). Product: FC1=C(N[C@H](C(=O)OCC)C)C=CC(=C1F)F (Ethyl (2S)-2-(2,3,4-trifluoroanilino)propionate). As a reaction SMILES: [F:1][C:2]1[C:13]([F:14])=[C:12]([F:15])[CH:11]=[CH:10][C:3]=1[NH:4][C@@H:5]([CH3:9])[C:6]([OH:8])=[O:7].Cl.[CH2:17](O)[CH3:18]>>[F:1][C:2]1[C:13]([F:14])=[C:12]([F:15])[CH:11]=[CH:10][C:3]=1[NH:4][C@@H:5]([CH3:9])[C:6]([O:8][CH2:17][CH3:18])=[O:7]. Reported procedure: (2S)-2-(2,3,4-trifluoroanilino)propionic acid (219 mg; 99% ee) was dissolved in ethanol (2 ml) and hydrochloric acid (5 mol/l; 0.2 ml) was added thereto at room temperature. The liquid reaction mixture was heated under reflux for 6 hours and then the solvent was evaporated. To the obtained residue was added chloroform. Next, the organic layer was washed with a saturated aqueous solution of sodium chloride and water and dried over anhydrous magnesium sulfate. After evaporating the solvent, the ob... Reactants: CO, Cc1cc(-n2cc(C(=O)Cl)c3cccnc32)c2ccccc2n1, ClCCl, Cl, Cl, N=C(N)N, [Na], C1CCOC1. Product: Cl, Cc1cc(-n2cc(C(=O)NC(=N)N)c3cccnc32)c2ccccc2n1. As a reaction SMILES: [CH3:2][OH:3].[Cl:10][C:11](=[O:12])[c:13]1[cH:14][n:15](-[c:22]2[cH:23][c:24]([CH3:32])[n:25][c:26]3[cH:27][cH:28][cH:29][cH:30][c:31]23)[c:16]2[n:17][cH:18][cH:19][cH:20][c:21]12.[Cl:38][CH2:39][Cl:40].[ClH:4].[ClH:9].[NH2:5][C:6](=[NH:7])[NH2:8].[Na:1].[O:33]1[CH2:34][CH2:35][CH2:36][CH2:37]1>>[ClH:10].[NH:5]=[C:6]([NH:7][C:11](=[O:12])[c:13]1[cH:14][n:15](-[c:22]2[cH:23][c:24]([CH3:32])[n:25][c:26]3[cH:27][cH:28][cH:29][cH:30][c:31]23)[c:16]2[n:17][cH:18][cH:19][cH:20][c:21]12)[NH2:8]. The reactants are NC1=NC(=C(C(=N1)OS(=O)(=O)C1=C(C=C(C=C1C)C)C)CC1=C(C=C(CN(CC(=O)OCC)CC(F)F)C=C1)OC)C (ethyl 2-((4-((2-amino-4-(mesitylsulfonyloxy)-6-methylpyrimidin-5-yl)methyl)-3-methoxybenzyl)(2,2-difluoroethyl)amino)acetate), N[C@H](CCO)CCC ((S)-3-aminohexan-1-ol). Yields the product NC1=NC(=C(C(=N1)N[C@H](CCO)CCC)CC1=C(C=C(CN(CC(=O)OCC)CC(F)F)C=C1)OC)C ((S)-ethyl 2-((4-((2-amino-4-(1-hydroxyhexan-3-ylamino)-6-methylpyrimidin-5-yl)methyl)-3-methoxybenzyl)(2,2-difluoroethyl)amino)acetate). Yield: 75.8%. Reaction SMILES: [NH2:1][C:2]1[N:7]=[C:6](OS(C2C(C)=CC(C)=CC=2C)(=O)=O)[C:5]([CH2:21][C:22]2[CH:39]=[CH:38][C:25]([CH2:26][N:27]([CH2:34][CH:35]([F:37])[F:36])[CH2:28][C:29]([O:31][CH2:32][CH3:33])=[O:30])=[CH:24][C:23]=2[O:40][CH3:41])=[C:4]([CH3:42])[N:3]=1.[NH2:43][C@@H:44]([CH2:48][CH2:49][CH3:50])[CH2:45][CH2:46][OH:47]>>[NH2:1][C:2]1[N:7]=[C:6]([NH:43][C@@H:44]([CH2:48][CH2:49][CH3:50])[CH2:45][CH2:46][OH:47])[C:5]([CH2:21][C:22]2[CH:39]=[CH:38][C:25]([CH2:26][N:27]([CH2:34][CH:35]([F:36])[F:37])[CH2:28][C:29]([O:31][CH2:32][CH3:33])=[O:30])=[CH:24][C:23]=2[O:40][CH3:41])=[C:4]([CH3:42])[N:3]=1. Procedure details: The sub-title compound was synthesized by the method of example 1 step (viii) from the product of step (ii) (520 mg) and (S)-3-aminohexan-1-ol (300 mg). The sub-title compound (340 mg) was obtained as a colourless gum; 1H NMR (CDCl3); 6.90-6.88 (2H, m), 6.78 (1H, d), 5.73 (1H, tt), 4.60 (1H, d), 4.55 (2H, br s), 4.15 (2H, q), 4.11-4.03 (1H, m), 3.88 (3H, s), 3.85 (2H, s), 3.66 (2H, s), 3.47-3.37 (3H, m), 3.25 (1H, ddd), 3.04 (2H, dt), 2.33 (3H, s), 1.83-1.73 (1H, m), 1.51-1.32 (3H, m), 1.25 (3H,...